From a dataset of the Open Reaction Database (ORD), a public repository of structured organic reaction records. describe an organic reaction: reactants, conditions, products, and yield The reactants are C(C)C=1C(NC(NC1OC1=CC(=CC(=C1)C)C)=O)=O (5-Ethyl-6-(3,5-dimethylphenoxy)-2,4-pyrimidinedione), CC=1C=C(CBr)C=C(C1)C (3,5-dimethylbenzyl bromide). Yields the product CC=1C=C(CN2C(NC(C(=C2OC2=CC(=CC(=C2)C)C)CC)=O)=O)C=C(C1)C (1-(3,5-Dimethylbenzyl)-5-ethyl-6-(3,5-dimethylphenoxy)-2,4-pyrimidinedione). The yield is 57.3%. Reaction SMILES: [CH2:1]([C:3]1[C:4](=[O:19])[NH:5][C:6](=[O:18])[NH:7][C:8]=1[O:9][C:10]1[CH:15]=[C:14]([CH3:16])[CH:13]=[C:12]([CH3:17])[CH:11]=1)[CH3:2].[CH3:20][C:21]1[CH:22]=[C:23]([CH:26]=[C:27]([CH3:29])[CH:28]=1)[CH2:24]Br>>[CH3:20][C:21]1[CH:28]=[C:27]([CH:26]=[C:23]([CH3:24])[CH:22]=1)[CH2:29][N:7]1[C:8]([O:9][C:10]2[CH:11]=[C:12]([CH3:17])[CH:13]=[C:14]([CH3:16])[CH:15]=2)=[C:3]([CH2:1][CH3:2])[C:4](=[O:19])[NH:5][C:6]1=[O:18]. Procedure details: 5-Ethyl-6-(3,5-dimethylphenoxy)-2,4-pyrimidinedione and 3,5-dimethylbenzyl bromide were reacted by the same way with the example 1 to obtain the titled compound (217 mg, yield: 57.3%). Starting materials: C(C1=CC=CC=C1)(=O)N[C@@H]([C@@H](C)CC)C(=O)O (benzoyl-L-isoleucine), C1(CCCCC1)NC1CCCCC1 (dicyclohexylamine), Amino acid, N[C@@H]([C@@H](C)CC)C(=O)O (isoleucine), N[C@@H]([C@H](C)CC)C(=O)O (allo-isoleucine), C1(CCCCC1)N=C=NC1CCCCC1 (dicyclohexyl-carbodiimide), N1[C@H](C(=O)O)CCC1 (L-proline), N1[C@H](C(=O)O)CCC1 (proline). The solvent is C(C)N(CC)CC (triethyl amine), C(C)N(CC)CC (triethylamine), C(Cl)Cl (methylene chloride), petroleum ether. Conditions: time 2 hour. Product: C1(CCCCC1)[NH2+]C1CCCCC1.C(C1=CC=CC=C1)(=O)N[C@H]([C@@H](C)CC)C(=O)N1[C@H](C(=O)[O-])CCC1 (Benzoyl-D-allo-Isoleucyl-L-proline dicyclohexyl-ammonium salt). As a reaction SMILES: [C:1]([NH:9][C@H:10]([C:15]([OH:17])=O)[C@H:11]([CH2:13][CH3:14])[CH3:12])(=[O:8])[C:2]1[CH:7]=[CH:6][CH:5]=[CH:4][CH:3]=1.C1(N=C=NC2CCCCC2)CCCCC1.[NH:33]1[CH2:40][CH2:39][CH2:38][C@H:34]1[C:35]([OH:37])=[O:36].[CH:41]1([NH:47][CH:48]2[CH2:53][CH2:52][CH2:51][CH2:50][CH2:49]2)[CH2:46][CH2:45][CH2:44][CH2:43][CH2:42]1.N[C@H](C(O)=O)[C@@H](CC)C.N[C@H](C(O)=O)[C@H](CC)C>C(N(CC)CC)C.C(Cl)Cl>[CH:48]1([NH2+:47][CH:41]2[CH2:42][CH2:43][CH2:44][CH2:45][CH2:46]2)[CH2:49][CH2:50][CH2:51][CH2:52][CH2:53]1.[C:1]([NH:9][C@@H:10]([C:15]([N:33]1[CH2:40][CH2:39][CH2:38][C@H:34]1[C:35]([O-:37])=[O:36])=[O:17])[C@H:11]([CH2:13][CH3:14])[CH3:12])(=[O:8])[C:2]1[CH:3]=[CH:4][CH:5]=[CH:6][CH:7]=1 |f:8.9|. Procedure details: 19.2 g. (81.5 mmoles) of benzoyl-L-isoleucine (F. Ehrlich: Berichte 37, 1809 (1904) and 16.5 g. (80 mmoles) of dicyclohexyl-carbodiimide are dissolved in 150 ml. of methylene chloride cooled to 5° to 10° C. The solution is stirred in an ice bath for two hours, then 2 ml. of triethyl amine and 100 ml. of petroleum ether are added. The precipitated dicyclohexyl-urea is filtered off and washed with petroleum ether (2×20 ml.). The filtrate is extracted with water (2×50 ml.), 5 percent sodium hydroge... The reactants are ( 7 ), CC1=CC=C(C=C1)S(=O)(=O)OC[C@H]1COC2=C(O1)C=C(C=C2Cl)S(=O)(=O)C ([(2R)-5-chloro-7-(methylsulfonyl)-2,3-dihydro-1,4-benzodioxin-2-yl]methyl 4-methylbenzenesulfonate), ( 6 ), CNCCC (N-methyl-propan-1-amine), ( 4 ), ( 10 ). The solvent is C(C)#N (ACN). Yields the product ClC1=CC(=CC=2O[C@H](COC21)CN(CCC)C)S(=O)(=O)C (N-{[(2S)-5-CHLORO-7-(METHYLSULFONYL)-2,3-DIHYDRO-1,4-BENZODIOXIN-2-YL]METHYL}-N-METHYLPROPAN-1-AMINE). As a reaction SMILES: CC1C=CC(S(O[CH2:12][C@@H:13]2[O:18][C:17]3[CH:19]=[C:20]([S:24]([CH3:27])(=[O:26])=[O:25])[CH:21]=[C:22]([Cl:23])[C:16]=3[O:15][CH2:14]2)(=O)=O)=CC=1.[CH3:28][NH:29][CH2:30][CH2:31][CH3:32]>C(#N)C>[Cl:23][C:22]1[C:16]2[O:15][CH2:14][C@H:13]([CH2:12][N:29]([CH3:28])[CH2:30][CH2:31][CH3:32])[O:18][C:17]=2[CH:19]=[C:20]([S:24]([CH3:27])(=[O:25])=[O:26])[CH:21]=1. Procedure details: Preparation according to Example 57 using [(2R)-5-chloro-7-(methylsulfonyl)-2,3-dihydro-1,4-benzodioxin-2-yl]methyl 4-methylbenzenesulfonate (0.027 g, 0.062 mmol), N-methyl-propan-1-amine (0.5 ml), ACN (3 ml). MS m/z (rel. intensity, 70 eV) 333 (M+, 0.3), 304 (4), 87 (6), 86 (bp), 84 (7), 58 (10). Starting materials: FC(CNC1CCC2=C(CC1)C=C(C=C2)N)F (N*7*-(2,2-Difluoro-ethyl)-6,7,8,9-tetrahydro-5H-benzocycloheptene-2,7-diamine), ClC1=NC=C(C(=N1)NC1=C(C=CC=C1)C=1N(C=CN1)C)Cl ((2,5-Dichloro-pyrimidin-4-yl)-[2-(1-methyl-1H-imidazol-2-yl)-phenyl]-amine). Product: ClC=1C(=NC(=NC1)NC=1C=CC2=C(CCC(CC2)NCC(F)F)C1)NC1=C(C=CC=C1)C=1N(C=CN1)C (5-Chloro-N*2*-[7-(2,2-difluoro-ethylamino)-6,7,8,9-tetrahydro-5H-benzocyclohepten-2-yl]-N*4*-[2-(1-methyl-1H-imidazol-2-yl)-phenyl]-pyrimidine-2,4-diamine). Isolated yield 29.0%. As a reaction SMILES: [F:1][CH:2]([F:17])[CH2:3][NH:4][CH:5]1[CH2:11][CH2:10][C:9]2[CH:12]=[C:13]([NH2:16])[CH:14]=[CH:15][C:8]=2[CH2:7][CH2:6]1.Cl[C:19]1[N:24]=[C:23]([NH:25][C:26]2[CH:31]=[CH:30][CH:29]=[CH:28][C:27]=2[C:32]2[N:33]([CH3:37])[CH:34]=[CH:35][N:36]=2)[C:22]([Cl:38])=[CH:21][N:20]=1>>[Cl:38][C:22]1[C:23]([NH:25][C:26]2[CH:31]=[CH:30][CH:29]=[CH:28][C:27]=2[C:32]2[N:33]([CH3:37])[CH:34]=[CH:35][N:36]=2)=[N:24][C:19]([NH:16][C:13]2[CH:14]=[CH:15][C:8]3[CH2:7][CH2:6][CH:5]([NH:4][CH2:3][CH:2]([F:17])[F:1])[CH2:11][CH2:10][C:9]=3[CH:12]=2)=[N:20][CH:21]=1. Procedure details: In an analogous procedure to Example 651, part c, N*7*-(2,2-Difluoro-ethyl)-6,7,8,9-tetrahydro-5H-benzocycloheptene-2,7-diamine was combined with (2,5-Dichloro-pyrimidin-4-yl)-[2-(1-methyl-1H-imidazol-2-yl)-phenyl]-amine to yield 5-Chloro-N*2*-[7-(2,2-difluoro-ethylamino)-6,7,8,9-tetrahydro-5H-benzocyclohepten-2-yl]-N*4*-[2-(1-methyl-1H-imidazol-2-yl)-phenyl]-pyrimidine-2,4-diamine (31.64 mg, 29% yield) as a beige foam. 1H-NMR (CDCl3) δ 10.68 (s, 1 h), 8.58 (d, J=8.68 Hz, 1H), 8.01 (s, 1H), 7.35... The reactants are COC(=O)c1ccc2c(-c3ccccc3Cl)cn(-c3ccc(C)cc3)c2c1, Cl, [Na+], C1CCOC1, [OH-], O. The product is Cc1ccc(-n2cc(-c3ccccc3Cl)c3ccc(C(=O)O)cc32)cc1. As a reaction SMILES: [Cl:1][c:2]1[c:3](-[c:8]2[cH:9][n:10](-[c:21]3[cH:22][cH:23][c:24]([CH3:27])[cH:25][cH:26]3)[c:11]3[cH:12][c:13]([C:17](=[O:18])[O:19][CH3:20])[cH:14][cH:15][c:16]23)[cH:4][cH:5][cH:6][cH:7]1.[ClH:31].[Na+:29].[O:32]1[CH2:33][CH2:34][CH2:35][CH2:36]1.[OH-:28].[OH2:30]>>[Cl:1][c:2]1[c:3](-[c:8]2[cH:9][n:10](-[c:21]3[cH:22][cH:23][c:24]([CH3:27])[cH:25][cH:26]3)[c:11]3[cH:12][c:13]([C:17](=[O:18])[OH:19])[cH:14][cH:15][c:16]23)[cH:4][cH:5][cH:6][cH:7]1.